The task is: describe an organic reaction: reactants, conditions, products, and yield. This data is from the Open Reaction Database (ORD), a public repository of structured organic reaction records. Reactants: C[Si](C)(C)CCOCn1cc(C#N)nc1C(=O)[O-], CO, ClCCl, [K+], CC1(C)CC=C(c2cc(C(N)=O)ccc2N)CC1. Product: CC1(C)CC=C(c2cc(C(N)=O)ccc2NC(=O)c2nc(C#N)cn2COCC[Si](C)(C)C)CC1. Reaction SMILES: [C:20](#[N:21])[c:22]1[n:23][c:24]([C:35](=[O:36])[O-:37])[n:25]([CH2:27][O:28][CH2:29][CH2:30][Si:31]([CH3:32])([CH3:33])[CH3:34])[cH:26]1.[CH3:38][OH:39].[Cl:40][CH2:41][Cl:42].[K+:19].[NH2:1][c:2]1[c:3]([C:11]2=[CH:12][CH2:13][C:14]([CH3:17])([CH3:18])[CH2:15][CH2:16]2)[cH:4][c:5]([C:6](=[O:7])[NH2:8])[cH:9][cH:10]1>>[NH:1]([c:2]1[c:3]([C:11]2=[CH:12][CH2:13][C:14]([CH3:17])([CH3:18])[CH2:15][CH2:16]2)[cH:4][c:5]([C:6](=[O:7])[NH2:8])[cH:9][cH:10]1)[C:35]([c:24]1[n:23][c:22]([C:20]#[N:21])[cH:26][n:25]1[CH2:27][O:28][CH2:29][CH2:30][Si:31]([CH3:32])([CH3:33])[CH3:34])=[O:36]. The reactants are CC(Br)c1ccc(Br)cc1CBr, [H-], [Na+], CN(C)C=O, O, Cc1ccc(S(N)(=O)=O)cc1. The product is Cc1ccc(S(=O)(=O)N2Cc3cc(Br)ccc3C2C)cc1. As a reaction SMILES: [Br:14][c:15]1[cH:16][c:17]([CH2:24][Br:25])[c:18]([CH:21]([CH3:22])[Br:23])[cH:19][cH:20]1.[H-:1].[Na+:2].[O:27]=[CH:28][N:29]([CH3:30])[CH3:31].[OH2:26].[c:3]1([CH3:13])[cH:4][cH:5][c:6]([S:9](=[O:10])(=[O:11])[NH2:12])[cH:7][cH:8]1>>[c:3]1([CH3:13])[cH:4][cH:5][c:6]([S:9](=[O:10])(=[O:11])[N:12]2[CH:21]([CH3:22])[c:18]3[c:17]([cH:16][c:15]([Br:14])[cH:20][cH:19]3)[CH2:24]2)[cH:7][cH:8]1.